From a dataset of the Open Reaction Database (ORD), a public repository of structured organic reaction records. describe an organic reaction: reactants, conditions, products, and yield As a reaction SMILES: [C:1]([CH2:2][CH2:3][CH2:4][CH2:5][CH3:6])(=[O:7])[Cl:8].[CH3:40][N:41]([CH3:42])[c:43]1[cH:44][cH:45][n:46][cH:47][cH:48]1.[F:9][C:10]([c:11]1[cH:12][cH:13][c:14]([CH2:15][O:16][c:17]2[cH:18][c:19]([C:20](=[O:21])[NH:22][c:23]3[c:24]([S:29]([NH2:30])(=[O:31])=[O:32])[cH:25][cH:26][cH:27][cH:28]3)[cH:33][cH:34][cH:35]2)[cH:36][cH:37]1)([F:38])[F:39].[O:49]1[CH2:50][CH2:51][CH2:52][CH2:53]1>>[C:1]([CH2:2][CH2:3][CH2:4][CH2:5][CH3:6])(=[O:7])[NH:30][S:29]([c:24]1[c:23]([NH:22][C:20]([c:19]2[cH:18][c:17]([O:16][CH2:15][c:14]3[cH:13][cH:12][c:11]([C:10]([F:9])([F:38])[F:39])[cH:37][cH:36]3)[cH:35][cH:34][cH:33]2)=[O:21])[cH:28][cH:27][cH:26][cH:25]1)(=[O:31])=[O:32]. Product: CCCCCC(=O)NS(=O)(=O)c1ccccc1NC(=O)c1cccc(OCc2ccc(C(F)(F)F)cc2)c1. Reactants: CCCCCC(=O)Cl, CN(C)c1ccncc1, NS(=O)(=O)c1ccccc1NC(=O)c1cccc(OCc2ccc(C(F)(F)F)cc2)c1, C1CCOC1. Reactants: N1N=CC(=C1)\C=C\1/CN(CCC1O)C(C1=CC=CC=C1)(C1=CC=CC=C1)C1=CC=CC=C1 ((E)-3-[(1H-pyrazol-4-yl)methylidene]-1-(triphenylmethyl)piperidin-4-ol), BrCC(=O)OC (methyl bromoacetate), C([O-])([O-])=O.[K+].[K+] (potassium carbonate), [I-].[K+] (potassium iodide). The solvent is CN(C=O)C (N,N-dimethylformamide), O (water). The product is COC(=O)CN1N=CC(=C1)\C=C\1/CN(CCC1O)C(C1=CC=CC=C1)(C1=CC=CC=C1)C1=CC=CC=C1 ((E)-3-{[1-(Methoxycarbonylmethyl)-1H-pyrazol-4-yl]methylidene}-1-(triphenylmethyl)piperidin-4-ol). Yield: 39.0%. RXN SMILES: [NH:1]1[CH:5]=[C:4](/[CH:6]=[C:7]2\[CH2:8][N:9]([C:14]([C:27]3[CH:32]=[CH:31][CH:30]=[CH:29][CH:28]=3)([C:21]3[CH:26]=[CH:25][CH:24]=[CH:23][CH:22]=3)[C:15]3[CH:20]=[CH:19][CH:18]=[CH:17][CH:16]=3)[CH2:10][CH2:11][CH:12]\2[OH:13])[CH:3]=[N:2]1.Br[CH2:34][C:35]([O:37][CH3:38])=[O:36].C(=O)([O-])[O-].[K+].[K+].[I-].[K+]>CN(C)C=O.O>[CH3:38][O:37][C:35]([CH2:34][N:1]1[CH:5]=[C:4](/[CH:6]=[C:7]2\[CH2:8][N:9]([C:14]([C:21]3[CH:22]=[CH:23][CH:24]=[CH:25][CH:26]=3)([C:15]3[CH:20]=[CH:19][CH:18]=[CH:17][CH:16]=3)[C:27]3[CH:32]=[CH:31][CH:30]=[CH:29][CH:28]=3)[CH2:10][CH2:11][CH:12]\2[OH:13])[CH:3]=[N:2]1)=[O:36] |f:2.3.4,5.6|. Procedure details: To a solution of (E)-3-[(1H-pyrazol-4-yl)methylidene]-1-(triphenylmethyl)piperidin-4-ol (10.31 g) and methyl bromoacetate (7.0 ml) in N,N-dimethylformamide (150 ml) were added potassium carbonate (10.20 g) and potassium iodide (12.30 g) with stirring at room temperature, and the resulting mixture was refluxed for 1 hour. After water was added, the reaction mixture was extracted with ethyl acetate. The extract was washed with saturated aqueous sodium chloride solution, and the organic layer was d... Starting materials: CCN(C(C)C)C(C)C, O=C(Cl)OCc1ccccc1, NCC1Cc2cccc(-c3cccnc3)c2O1. The product is O=C(NCC1Cc2cccc(-c3cccnc3)c2O1)OCc1ccccc1. As a reaction SMILES: [CH:18]([N:19]([CH:20]([CH3:21])[CH3:22])[CH2:23][CH3:24])([CH3:25])[CH3:26].[Cl:27][C:28](=[O:29])[O:30][CH2:31][c:32]1[cH:33][cH:34][cH:35][cH:36][cH:37]1.[n:1]1[cH:2][c:3](-[c:7]2[cH:8][cH:9][cH:10][c:11]3[c:15]2[O:14][CH:13]([CH2:16][NH2:17])[CH2:12]3)[cH:4][cH:5][cH:6]1>>[n:1]1[cH:2][c:3](-[c:7]2[cH:8][cH:9][cH:10][c:11]3[c:15]2[O:14][CH:13]([CH2:16][NH:17][C:28](=[O:29])[O:30][CH2:31][c:32]2[cH:33][cH:34][cH:35][cH:36][cH:37]2)[CH2:12]3)[cH:4][cH:5][cH:6]1. Reactants: Cl (hydrochloride), Cl.NC(CO)CC1=CC(=CC=C1)OC (2-Amino-3-(3'-methoxy-phenyl)-1-propanol hydrochloride), Br (hydrobromic acid). The product is Br.NC(CO)CC1=CC(=CC=C1)O (2-Amino-3-(3'-hydroxy-phenyl)-1-propanol hydrobromide). As a reaction SMILES: Cl.Cl.[NH2:3][CH:4]([CH2:7][C:8]1[CH:13]=[CH:12][CH:11]=[C:10]([O:14]C)[CH:9]=1)[CH2:5][OH:6].[BrH:16]>>[BrH:16].[NH2:3][CH:4]([CH2:7][C:8]1[CH:13]=[CH:12][CH:11]=[C:10]([OH:14])[CH:9]=1)[CH2:5][OH:6] |f:1.2,4.5|. Reported procedure: 8 gm of the hydrochloride obtained in (a) were admixed with 80 ml of 48% hydrobromic acid, and the mixture was refluxed for one hour. Thereafter, the reaction mixture was evaporated to dryness, the residue was stripped of water by entrainment with xylene, the solvent was distilled off, and the residue was recrystallized from ethyl acetate, yielding 6 gm (66% of theory) of the compound of the formula ##STR9## which had a melting point of 150°-152° C. The product is O[C@H]1C[C@@H](CC2=CC=C3[C@@H]4CC=C([C@@]4(C)CC[C@@H]3[C@@]12C)COCCC(C)(C)O)O (1α,3β-dihydroxy-17-(3-hydroxy-3-methylbutoxymethyl)androsta-5,7,16-triene). Procedure details: 1α,3β-Bis(tert-butyldimethylsilyloxy)-17-(3-hydroxy-3-methylbutoxymethyl)androsta-5,7,16-triene (40.0 mg, 0.0634 mmol) and a 1M tetra-n-butylammonium fluoride tetrahydrofuran solution (0.4 ml, 0.4 mmol) were subjected to reaction using a procedure similar to that of Example 5(2) (reflux under heating for 1 hour), worked up and the thus obtained residue was purified by preparative thin layer chromatography (dichloromethane:ethanol=10:1, developed once) to give the titled compound (20.9 mg, 82%) a... Reactants: [Si](C)(C)(C(C)(C)C)O[C@H]1C[C@@H](CC2=CC=C3[C@@H]4CC=C([C@@]4(C)CC[C@@H]3[C@@]12C)COCCC(C)(C)O)O[Si](C)(C)C(C)(C)C (1α,3β-Bis(tert-butyldimethylsilyloxy)-17-(3-hydroxy-3-methylbutoxymethyl)androsta-5,7,16-triene), O1CCCC1.[F-].C(CCC)[N+](CCCC)(CCCC)CCCC (tetra-n-butylammonium fluoride tetrahydrofuran). Isolated yield 81.9%. Reaction SMILES: [Si]([O:8][C@@H:9]1[C@@:26]2([CH3:27])[C:13](=[CH:14][CH:15]=[C:16]3[C@@H:25]2[CH2:24][CH2:23][C@@:21]2([CH3:22])[C@H:17]3[CH2:18][CH:19]=[C:20]2[CH2:28][O:29][CH2:30][CH2:31][C:32]([OH:35])([CH3:34])[CH3:33])[CH2:12][C@@H:11]([O:36][Si](C(C)(C)C)(C)C)[CH2:10]1)(C(C)(C)C)(C)C.O1CCCC1.[F-].C([N+](CCCC)(CCCC)CCCC)CCC>>[OH:8][C@@H:9]1[C@@:26]2([CH3:27])[C:13](=[CH:14][CH:15]=[C:16]3[C@@H:25]2[CH2:24][CH2:23][C@@:21]2([CH3:22])[C@H:17]3[CH2:18][CH:19]=[C:20]2[CH2:28][O:29][CH2:30][CH2:31][C:32]([OH:35])([CH3:34])[CH3:33])[CH2:12][C@@H:11]([OH:36])[CH2:10]1 |f:1.2.3|. Starting materials: Cc1c(F)cc(C(=O)NC2CC2)cc1-c1ccc2[nH]nc(C)c2c1, ClC(Cl)Cl, [H-], [Na+], CN(C)C=O, O, O=S(=O)(Cl)c1cccs1. The product is Cc1c(F)cc(C(=O)NC2CC2)cc1-c1ccc2c(c1)c(C)nn2S(=O)(=O)c1cccs1. Reaction SMILES: [CH:3]1([NH:6][C:7]([c:8]2[cH:9][c:10]([F:25])[c:11]([CH3:24])[c:12](-[c:14]3[cH:15][c:16]4[c:17]([CH3:23])[n:18][nH:19][c:20]4[cH:21][cH:22]3)[cH:13]2)=[O:26])[CH2:4][CH2:5]1.[CH:42]([Cl:43])([Cl:44])[Cl:45].[H-:1].[Na+:2].[O:37]=[CH:38][N:39]([CH3:40])[CH3:41].[OH2:36].[s:27]1[c:28]([S:32](=[O:33])(=[O:34])[Cl:35])[cH:29][cH:30][cH:31]1>>[CH:3]1([NH:6][C:7]([c:8]2[cH:9][c:10]([F:25])[c:11]([CH3:24])[c:12](-[c:14]3[cH:15][c:16]4[c:17]([CH3:23])[n:18][n:19]([S:32]([c:28]5[s:27][cH:31][cH:30][cH:29]5)(=[O:33])=[O:34])[c:20]4[cH:21][cH:22]3)[cH:13]2)=[O:26])[CH2:4][CH2:5]1.